This data is from the Open Reaction Database (ORD), a public repository of structured organic reaction records. The task is: describe an organic reaction: reactants, conditions, products, and yield Starting materials: ClC1=CC=C2C(=C(C(NC2=C1)=O)C1=CC=CC=C1)O (7-chloro-4-hydroxy-3-phenyl-2(1H)-quinolone), BrCC(=O)OC (methyl bromoacetate), C([O-])(O)=O.[Na+] (sodium bicarbonate). Solvent: CN(C)C=O (DMF). Product: ClC1=CC=C2C(=C(C(NC2=C1)=O)C1=CC=CC=C1)OCC(=O)OC (7-Chloro-4-methoxycarbonylmethoxy-3-phenyl-2(1H)-quinolone). As a reaction SMILES: [Cl:1][C:2]1[CH:11]=[C:10]2[C:5]([C:6]([OH:19])=[C:7]([C:13]3[CH:18]=[CH:17][CH:16]=[CH:15][CH:14]=3)[C:8](=[O:12])[NH:9]2)=[CH:4][CH:3]=1.Br[CH2:21][C:22]([O:24][CH3:25])=[O:23].C(=O)(O)[O-].[Na+]>CN(C=O)C>[Cl:1][C:2]1[CH:11]=[C:10]2[C:5]([C:6]([O:19][CH2:21][C:22]([O:24][CH3:25])=[O:23])=[C:7]([C:13]3[CH:18]=[CH:17][CH:16]=[CH:15][CH:14]=3)[C:8](=[O:12])[NH:9]2)=[CH:4][CH:3]=1 |f:2.3|. Reported procedure: A solution of 7-chloro-4-hydroxy-3-phenyl-2(1H)-quinolone (0.5 g) in DMF was stirred for 14 h with methyl bromoacetate (206 μl) and sodium bicarbonate (1.55 g). The reaction mixture was then partitioned between water and ethyl acetate. The aqueous phase was extracted with two further portions of ethyl acetate. The combined organic phases were washed with brine (3×), dried (MgSO4) and the solvent was removed in vacuo to give the crude product which was recrystallised from ethyl acetate-hexane to ... The product is O=C1NC(=O)C(=CC2CC=CCC2)N1. Reactants: NCCO, CC(C)O, O=CC1CC=CCC1, O=C1CNC(=O)N1, O. RXN SMILES: [CH2:17]([CH2:18][NH2:19])[OH:20].[CH:21]([OH:22])([CH3:23])[CH3:24].[CH:9]1([CH:15]=[O:16])[CH2:10][CH:11]=[CH:12][CH2:13][CH2:14]1.[O:2]=[C:3]1[CH2:4][NH:5][C:6](=[O:7])[NH:8]1.[OH2:1]>>[O:2]=[C:3]1[C:4](=[CH:15][CH:9]2[CH2:10][CH:11]=[CH:12][CH2:13][CH2:14]2)[NH:5][C:6](=[O:7])[NH:8]1. Run at time 20 minute. The product is ClC=1N=C(C2=CC=CC=C2C1C=O)C1=CC(=CC=C1)Cl (3-Chloro-1-(3-chlorophenyl)-isoquinoline-4-aldehyde). Starting materials: P(=O)(Cl)(Cl)Cl (phosphorus oxichloride), CN(C=O)C (N,N-dimethyl formamide), ClC=1C=C(C=CC1)C1NC(CC2=CC=CC=C12)=O (1-(3-chlorophenyl)-1,4-dihydro-3-(2H)-isoquinolinone), [OH-].[Na+] (NaOH), ice. As a reaction SMILES: P(Cl)(Cl)([Cl:3])=O.CN(C)[CH:8]=[O:9].[Cl:11][C:12]1[CH:13]=[C:14]([CH:18]2[C:27]3[C:22](=[CH:23][CH:24]=[CH:25][CH:26]=3)[CH2:21][C:20](=O)[NH:19]2)[CH:15]=[CH:16][CH:17]=1.[OH-].[Na+]>O1CCCC1.C1(C)C=CC=CC=1>[Cl:3][C:20]1[N:19]=[C:18]([C:14]2[CH:15]=[CH:16][CH:17]=[C:12]([Cl:11])[CH:13]=2)[C:27]2[C:22]([C:21]=1[CH:8]=[O:9])=[CH:23][CH:24]=[CH:25][CH:26]=2 |f:3.4|. Procedure: 199 g of phosphorus oxichloride are added dropwise to a solution of 99 g of N,N-dimethyl formamide in 400 ml of tetrahydrofuran at a rate such that the temperature does not exceed 5° C. Stirring is continued for 20 minutes at room temperature. Next, 87.7 g of 1-(3-chlorophenyl)-1,4-dihydro-3-(2H)-isoquinolinone are added in portions at 0° C. After a 2 hour stirring at 0° to 5° C., the reaction solution is poured into a mixture of 1.95 l of 2N NaOH, 6 kg of ice and 1 l of toluene. The toluene pha... Run in O1CCCC1 (tetrahydrofuran), C1(=CC=CC=C1)C (toluene). The reactants are N1C(=NC2=C1C=CC=C2)S(=O)(=O)N2C(CCCC2)C2=NOC(=N2)CNC(OC(C)(C)C)=O (tert-Butyl N-(3-[1-(1H-benzo[d]imidazol-2-ylsulfonyl)-2-piperidyl]-1,2,4-oxadiazol-5-ylmethyl)carbamate). Solvent: O1CCOCC1 (dioxan). Run at temperature 0 celsius, time 1 hour. Yields the product N1C(=NC2=C1C=CC=C2)S(=O)(=O)N2C(CCCC2)C2=NOC(=N2)CN (3-[1-(1H-benzo[d]imidazol-2-ylsulfonyl)-2-piperidyl]-1,2,4-oxadiazol-5-ylmethylamine). Yield: 97.2%. RXN SMILES: [NH:1]1[C:5]2[CH:6]=[CH:7][CH:8]=[CH:9][C:4]=2[N:3]=[C:2]1[S:10]([N:13]1[CH2:18][CH2:17][CH2:16][CH2:15][CH:14]1[C:19]1[N:23]=[C:22]([CH2:24][NH:25]C(=O)OC(C)(C)C)[O:21][N:20]=1)(=[O:12])=[O:11]>O1CCOCC1>[NH:3]1[C:4]2[CH:9]=[CH:8][CH:7]=[CH:6][C:5]=2[N:1]=[C:2]1[S:10]([N:13]1[CH2:18][CH2:17][CH2:16][CH2:15][CH:14]1[C:19]1[N:23]=[C:22]([CH2:24][NH2:25])[O:21][N:20]=1)(=[O:11])=[O:12]. Reported procedure: tert-Butyl N-(3-[1-(1H-benzo[d]imidazol-2-ylsulfonyl)-2-piperidyl]-1,2,4-oxadiazol-5-ylmethyl)carbamate (0.88 g) [see Preparation 85] was dissolved in dioxan (20 ml) and cooled to 0° C. Hydrogen chloride gas was then bubbled through for 10 mins. The reaction mixture was then stirred at room temperature for 1 hr. the solvent was then removed under reduced pressure to afford 3-[1-(1H-benzo[d]imidazol-2-ylsulfonyl)-2-piperidyl]-1,2,4-oxadiazol-5-ylmethylamine (0.67 g) as the hydrochloride salt as a... Reactants: CCNCC, CCO, CCOC(=O)Cc1cnc(N2CCOCC2)nc1O, O, O=P(Cl)(Cl)Cl. Yields the product CCOC(=O)Cc1cnc(N2CCOCC2)nc1N(CC)CC. As a reaction SMILES: [CH2:28]([CH3:29])[NH:30][CH2:31][CH3:32].[CH3:25][CH2:26][OH:27].[O:6]1[CH2:7][CH2:8][N:9]([c:12]2[n:13][cH:14][c:15]([CH2:19][C:20](=[O:21])[O:22][CH2:23][CH3:24])[c:16]([OH:18])[n:17]2)[CH2:10][CH2:11]1.[OH2:33].[P:1]([Cl:2])([Cl:3])([Cl:4])=[O:5]>>[O:6]1[CH2:7][CH2:8][N:9]([c:12]2[n:13][cH:14][c:15]([CH2:19][C:20](=[O:21])[O:22][CH2:23][CH3:24])[c:16]([N:30]([CH2:28][CH3:29])[CH2:31][CH3:32])[n:17]2)[CH2:10][CH2:11]1. Starting materials: [Li]CCCC, CCSc1cc(Cl)cc(Cl)c1, CN(C)C=O, C1CCOC1. Product: CCSc1cc(Cl)c(C=O)c(Cl)c1. Reaction SMILES: [CH2:12]([Li:13])[CH2:14][CH2:15][CH3:16].[CH2:1]([CH3:2])[S:3][c:4]1[cH:5][c:6]([Cl:11])[cH:7][c:8]([Cl:10])[cH:9]1.[CH3:17][N:18]([CH:19]=[O:20])[CH3:21].[O:22]1[CH2:23][CH2:24][CH2:25][CH2:26]1>>[CH2:1]([CH3:2])[S:3][c:4]1[cH:5][c:6]([Cl:11])[c:7]([CH:19]=[O:20])[c:8]([Cl:10])[cH:9]1.